describe an organic reaction: reactants, conditions, products, and yield From a dataset of the Open Reaction Database (ORD), a public repository of structured organic reaction records. Starting materials: C12(CC3CC(CC(C1)C3)C2)C2=C(C=C(C(=O)NC3=CC=C(C(=O)OCC=C)C=C3)C=C2)OCOCCOC (allyl 4-[4-(1-adamantyl)-3-methoxyethoxymethoxybenzamido]benzoate), C1CCOC1 (THF), [H-].[Na+] (sodium hydride), C1CCOC1 (THF), C(CC(=O)OCC)(=O)OCC (diethyl malonate). The reagents and catalysts are C=1C=CC(=CC1)[P](C=2C=CC=CC2)(C=3C=CC=CC3)[Pd]([P](C=4C=CC=CC4)(C=5C=CC=CC5)C=6C=CC=CC6)([P](C=7C=CC=CC7)(C=8C=CC=CC8)C=9C=CC=CC9)[P](C=1C=CC=CC1)(C=1C=CC=CC1)C=1C=CC=CC1 (tetrakis(triphenylphosphine)palladium(0)). Run in O (water). The product is C12(CC3CC(CC(C1)C3)C2)C2=C(C=C(C(=O)NC3=CC=C(C(=O)O)C=C3)C=C2)OCOCCOC (4-[4-(1-adamantyl)-3-methoxyethoxymethoxybenzamido]benzoic acid). RXN SMILES: [H-].[Na+].C1COCC1.C(OCC)(=O)CC(OCC)=O.[C:19]12([C:29]3[CH:49]=[CH:48][C:32]([C:33]([NH:35][C:36]4[CH:47]=[CH:46][C:39]([C:40]([O:42]CC=C)=[O:41])=[CH:38][CH:37]=4)=[O:34])=[CH:31][C:30]=3[O:50][CH2:51][O:52][CH2:53][CH2:54][O:55][CH3:56])[CH2:28][CH:23]3[CH2:24][CH:25]([CH2:27][CH:21]([CH2:22]3)[CH2:20]1)[CH2:26]2>C1C=CC([P]([Pd]([P](C2C=CC=CC=2)(C2C=CC=CC=2)C2C=CC=CC=2)([P](C2C=CC=CC=2)(C2C=CC=CC=2)C2C=CC=CC=2)[P](C2C=CC=CC=2)(C2C=CC=CC=2)C2C=CC=CC=2)(C2C=CC=CC=2)C2C=CC=CC=2)=CC=1.O>[C:19]12([C:29]3[CH:49]=[CH:48][C:32]([C:33]([NH:35][C:36]4[CH:37]=[CH:38][C:39]([C:40]([OH:42])=[O:41])=[CH:46][CH:47]=4)=[O:34])=[CH:31][C:30]=3[O:50][CH2:51][O:52][CH2:53][CH2:54][O:55][CH3:56])[CH2:28][CH:23]3[CH2:22][CH:21]([CH2:27][CH:25]([CH2:24]3)[CH2:26]1)[CH2:20]2 |f:0.1,^1:60,62,81,100|. Procedure details: 107 mg (3.5 mmol) of sodium hydride (80% in oil) and 5 ml of THF were introduced into a round-bottomed flask under a stream of nitrogen. 535 μl (3.5 mmol) of diethyl malonate were then added dropwise and the mixture was stirred until the evolution of gas had ceased. This solution was introduced dropwise into a mixture of 1.67 g (3.2 mmol) of allyl 4-[4-(1-adamantyl)-3-methoxyethoxymethoxybenzamido]benzoate, 40 ml of THF and 184 mg (0.18 mmol) of tetrakis(triphenylphosphine)palladium(0) and the m... Reactants: C1CCOC1, CCOCC, COC(=O)c1ccc(S(=O)(=O)NC(=O)C(CC(C)=O)c2cccc(C)c2)cc1, CO, CCCCCC, [Li+], [OH-], O, O, O. The product is CC(=O)CC(C(=O)NS(=O)(=O)c1ccc(C(=O)O)cc1)c1cccc(C)c1. RXN SMILES: [CH2:29]1[O:30][CH2:31][CH2:32][CH2:33]1.[CH2:47]([O:48][CH2:49][CH3:50])[CH3:51].[CH3:1][O:2][C:3]([c:4]1[cH:5][cH:6][c:7]([S:10]([NH:11][C:12]([CH:13]([CH2:14][C:15]([CH3:16])=[O:17])[c:18]2[cH:19][c:20]([CH3:24])[cH:21][cH:22][cH:23]2)=[O:25])(=[O:26])=[O:27])[cH:8][cH:9]1)=[O:28].[CH3:34][OH:35].[CH3:41][CH2:42][CH2:43][CH2:44][CH2:45][CH3:46].[Li+:38].[OH-:37].[OH2:36].[OH2:39].[OH2:40]>>[O:2]=[C:3]([c:4]1[cH:5][cH:6][c:7]([S:10]([NH:11][C:12]([CH:13]([CH2:14][C:15]([CH3:16])=[O:17])[c:18]2[cH:19][c:20]([CH3:24])[cH:21][cH:22][cH:23]2)=[O:25])(=[O:26])=[O:27])[cH:8][cH:9]1)[OH:28].